describe an organic reaction: reactants, conditions, products, and yield From a dataset of the Open Reaction Database (ORD), a public repository of structured organic reaction records. Reactants: CC1=CCCC(C1/C=C/C(=O)C)(C)C (α-ionone), C(C)(=O)O (acetic acid), CC1=CCCC(C1/C=C/C(=O)C)(C)C (α-ionone), [Br-].[NH4+] (ammonium bromide). The reagents and catalysts are O.O.O.O.C(C)(=O)[O-].[Co+2].C(C)(=O)[O-] (cobalt acetate tetrahydrate). Solvent: C1CCCCC1 (cyclohexane). Product: CC1=CC(CC(C1\C=C\C(C)=O)(C)C)=O (3,5,5-trimethyl-4-[(E)-3-oxo-1-butenyl]-2-cyclohexen-1-one). As a reaction SMILES: [CH3:1][C:2]1[CH:7](/[CH:8]=[CH:9]/[C:10]([CH3:12])=[O:11])[C:6]([CH3:14])([CH3:13])[CH2:5][CH2:4][CH:3]=1.[Br-].[NH4+].C(O)(=[O:19])C>O.O.O.O.C([O-])(=O)C.[Co+2].C([O-])(=O)C.C1CCCCC1>[CH3:1][C:2]1[CH:7](/[CH:8]=[CH:9]/[C:10](=[O:11])[CH3:12])[C:6]([CH3:14])([CH3:13])[CH2:5][C:4](=[O:19])[CH:3]=1 |f:1.2,4.5.6.7.8.9.10|. Procedure: Items 1-6 given in Table 1 hereinafter are carried out following the procedure of Example 1 substituting therein 5 g of 92% α-ionone for the 40 g of 98% α-ionone, 1.3 g (20 mol percent) of cobalt acetate tetrahydrate for the 10.4 g, and 0.7 g, (27 mol percent) of ammonium bromide for the 4.0 g. The amount of solvent substituting for glacial acetic acid and cyclohexane is represented in Table 1 and amounts to 60 ml. The yields of 3,5,5-trimethyl-4-[(E)-3-oxo-1-butenyl]-2-cyclohexen-1-one (3-oxo-α... Reactants: NCCCP(O)(=O)C(OCC)OCC (3-aminopropyl(diethoxymethyl)phosphinic acid), C(CS)S (ethane-1 2-dithiol), Cl (hydrochloric acid). The solvent is C(C)(=O)O (acetic acid). Reaction conditions: time 18 hour. Product: NCCCP(O)(=O)C1SCCS1 (3-aminopropyl(1,3-dithiolan-2-yl)phosphinic acid). RXN SMILES: [NH2:1][CH2:2][CH2:3][CH2:4][P:5]([CH:8](OCC)OCC)(=[O:7])[OH:6].[CH2:15]([SH:18])[CH2:16][SH:17].Cl>C(O)(=O)C>[NH2:1][CH2:2][CH2:3][CH2:4][P:5]([CH:8]1[S:18][CH2:15][CH2:16][S:17]1)(=[O:7])[OH:6]. Reported procedure: To a solution of 0.90 g (4.0 mmol) of 3-aminopropyl(diethoxymethyl)phosphinic acid in 10 ml of glacial acetic acid at 0° there are added 0.38 ml (4,4 mmol) of ethane-1 2-dithiol, followed by addition of 2 ml of concentrated hydrochloric acid over a period of 5 min. The mixture is allowed to warm to room temperatureand is then stirred for 18 hours. After removal of acetic and hydrochloric acids under high vacuum, the residue is chromatographed (Opti-Up® C12 50%, water) and recrystallized from met... The reactants are CCOC(=O)c1cn(C2CC2)c2c(OC)c(Cl)c(F)cc2c1=O, O, O=S(=O)(O)O. Yields the product COc1c(Cl)c(F)cc2c(=O)c(C(=O)O)cn(C3CC3)c12. As a reaction SMILES: [CH:1]1([n:4]2[cH:5][c:6]([C:19](=[O:20])[O:21][CH2:22][CH3:23])[c:7](=[O:18])[c:8]3[cH:9][c:10]([F:17])[c:11]([Cl:16])[c:12]([O:14][CH3:15])[c:13]23)[CH2:2][CH2:3]1.[OH2:29].[S:24](=[O:25])(=[O:26])([OH:27])[OH:28]>>[CH:1]1([n:4]2[cH:5][c:6]([C:19](=[O:20])[OH:21])[c:7](=[O:18])[c:8]3[cH:9][c:10]([F:17])[c:11]([Cl:16])[c:12]([O:14][CH3:15])[c:13]23)[CH2:2][CH2:3]1. Reactants: amide, CCN(C(C)C)C(C)C (DIEA), ClC1=NC(=CC(=N1)N1C=CC=C1)Cl (2,6-dichloro-4-(1-pyrrolyl)pyrimidine). Run in C(=O)(C(F)(F)F)O.C(Cl)Cl (TFA DCM), O (water). Reaction conditions: temperature 80 celsius. Product: N1(C=CC=C1)C1=NC=CC=N1 (2-(1-pyrrolyl)pyrimidine), N1(C=CC=C1)C1=NC=NC=C1 (4-(1-pyrrolyl)pyrimidine). As a reaction SMILES: C[CH2:2][N:3]([CH:7]([CH3:9])C)[CH:4]([CH3:6])C.Cl[C:11]1[N:16]=[C:15]([N:17]2[CH:21]=[CH:20][CH:19]=[CH:18]2)[CH:14]=[C:13](Cl)[N:12]=1>C(O)(C(F)(F)F)=O.C(Cl)Cl.O>[N:3]1([C:2]2[N:16]=[CH:15][CH:14]=[CH:13][N:12]=2)[CH:4]=[CH:6][CH:9]=[CH:7]1.[N:17]1([C:15]2[CH:14]=[CH:13][N:12]=[CH:11][N:16]=2)[CH:18]=[CH:19][CH:20]=[CH:21]1 |f:2.3|. Reported procedure: A solution of the amide 143 (200 mg, 0.5 mmol) in 10 mL of TFA:DCM (1:1) was stirred at RT for two days. The solvent was evaporated and the residue was taken in 5 mL of DMF containing DIEA (258 mg, 2.0 mmol) and 2,6-dichloro-4-(1-pyrrolyl)pyrimidine (107 mg, 0.5 mmol). After heating overnight at 80° C., the reaction mixture was diluted with water and the product was extracted into ethyl acetate. The solvent was removed and the residue was chromatographed (silica gel, hexane:ethyl acetate (1:3)) ... Starting materials: CS(=O)(=O)O, CCCN(CCC)C(=O)C=CCCl, [H-], Nc1cc(Cl)nc(S)n1, [Na+], CN(C)C=O. The product is CCCN(CCC)C(=O)C=CCSc1nc(N)cc(Cl)n1. RXN SMILES: [CH3:1][S:2]([OH:3])(=[O:4])=[O:5].[Cl:17][CH2:18][CH:19]=[CH:20][C:21](=[O:22])[N:23]([CH2:24][CH2:25][CH3:26])[CH2:27][CH2:28][CH3:29].[H-:15].[NH2:6][c:7]1[n:8][c:9]([SH:14])[n:10][c:11]([Cl:13])[cH:12]1.[Na+:16].[O:30]=[CH:31][N:32]([CH3:33])[CH3:34]>>[NH2:6][c:7]1[n:8][c:9]([S:14][CH2:18][CH:19]=[CH:20][C:21](=[O:22])[N:23]([CH2:24][CH2:25][CH3:26])[CH2:27][CH2:28][CH3:29])[n:10][c:11]([Cl:13])[cH:12]1. Reactants: Cl (hydrochloric acid), C(C(=O)Cl)(=O)Cl (oxalyl chloride), CN(C=O)C (N,N-dimethylformamide), FC=1C(=CC2=C(SC=C2)C1)CCOCC(=O)O (2-[2-(6-fluorobenzo[b]thiophen-5-yl)ethoxy]-acetic acid), C(Cl)Cl (methylene chloride). Run in O (Water). Reaction conditions: temperature 5 celsius, time 2 hour. The product is C(C)N(C(COCCC1=CC2=C(SC=C2)C=C1F)=O)CC (N,N-diethyl-2-[2-(6-fluorobenzo[b]thiophen-5-yl)ethoxy]acetamide). RXN SMILES: [F:1][C:2]1[C:3]([CH2:11][CH2:12][O:13][CH2:14][C:15]([OH:17])=O)=[CH:4][C:5]2[CH:9]=[CH:8][S:7][C:6]=2[CH:10]=1.[C:18](Cl)(=O)[C:19](Cl)=O.C[N:25]([CH3:28])C=O.Cl.[CH2:30](Cl)Cl>O>[CH2:28]([N:25]([CH2:18][CH3:19])[C:15](=[O:17])[CH2:14][O:13][CH2:12][CH2:11][C:3]1[C:2]([F:1])=[CH:10][C:6]2[S:7][CH:8]=[CH:9][C:5]=2[CH:4]=1)[CH3:30]. Procedure details: In 10 mL of methylene chloride is dissolved 1.00 g of 2-[2-(6-fluorobenzo[b]thiophen-5-yl)ethoxy]-acetic acid. The solution is cooled to 5° C., 0.55 g of oxalyl chloride and 0.1 mL of N,N-dimethylformamide are added thereto, and the resulting mixture is stirred at ambient temperature for 2 hours. Water is added to the reaction mixture, pH is adjusted to 1.0 with 2 mol/L hydrochloric acid, and the organic layer is separated. The organic layer is washed with saturated aqueous solution of sodium ch...